Dataset: the Open Reaction Database (ORD), a public repository of structured organic reaction records. Task: describe an organic reaction: reactants, conditions, products, and yield The reactants are C(CCC)=O (Butyraldehyde), NC1(CC(CC(C1)C)(C)C)OO (1-amino-1-hydroperoxy-3,3,5-trimethylcyclohexane). The solvent is petrol. Yields the product C(CCC)=O (butyraldehyde), CC1CC(=O)CC(C1)(C)C (dihydroisophorone). RXN SMILES: [CH:1](=[O:5])[CH2:2][CH2:3][CH3:4].N[C:7]1([O:16]O)[CH2:12][CH:11]([CH3:13])[CH2:10][C:9]([CH3:15])([CH3:14])[CH2:8]1>>[CH:1](=[O:5])[CH2:2][CH2:3][CH3:4].[CH3:13][CH:11]1[CH2:10][C:9]([CH3:15])([CH3:14])[CH2:8][C:7](=[O:16])[CH2:12]1. Procedure: Butyraldehyde (28.8 g.) in petrol (100 c.c.) was cooled to below 0° and with stirring treated with 1-amino-1-hydroperoxy-3,3,5-trimethylcyclohexane (33 g.; 93% pure). When the solid had dissolved the aqueous phase was removed and the petrol solution dried with magnesium sulphate overnight at 0°. The working up as in Example 4 gave butyraldehyde, dihydroisophorone and the same peroxide (33.0 g.) b.p. 96° - 98°/0.6 mm. as in Example 4. The product is C(C)[C@@H]1[C@@H](C2=CC(=CC=C2C1)OC)N (cis-2-ethyl-6-methoxy-2,3-dihydro-1H-inden-1-amine). Starting materials: N1=C2C(=CC=C1)C(CC2)N (6,7-dihydro-5H-cyclopenta[b]pyridin-5-amine), C(C)C1C(C2=CC(=CC=C2C1)OC)=NO (2-ethyl-6-methoxy-2,3-dihydro-1H-inden-1-one oxime). Reaction SMILES: N1C=CC=C2C(N)CCC=12.[CH2:11]([CH:13]1[CH2:21][C:20]2[C:15](=[CH:16][C:17]([O:22][CH3:23])=[CH:18][CH:19]=2)[C:14]1=[N:24]O)[CH3:12]>>[CH2:11]([C@H:13]1[CH2:21][C:20]2[C:15](=[CH:16][C:17]([O:22][CH3:23])=[CH:18][CH:19]=2)[C@H:14]1[NH2:24])[CH3:12]. Procedure details: Following the procedure for the preparation of 6,7-dihydro-5H-cyclopenta[b]pyridin-5-amine but substituting 2-ethyl-6-methoxy-2,3-dihydro-1H-inden-1-one oxime and making non-critical variations provided the title compound as a oil: 1H NMR (CDCl3) δ 1.03, 1.39, 2.30, 2.63, 2.86, 3.82, 4.26, 6.77, 7.12; Starting materials: CC(C)(C)c1cc(C(=O)Cl)cc(C(C)(C)C)c1O, CCO, COCCOC, Nc1ccccc1C(=O)O, O. Yields the product CC(C)(C)c1cc(C(=O)Nc2ccccc2C(=O)O)cc(C(C)(C)C)c1O. RXN SMILES: [C:11]([CH3:12])([CH3:13])([CH3:14])[c:15]1[cH:16][c:17]([C:18](=[O:19])[Cl:20])[cH:21][c:22]([C:25]([CH3:26])([CH3:27])[CH3:28])[c:23]1[OH:24].[CH3:29][CH2:30][OH:31].[CH3:33][O:34][CH2:35][CH2:36][O:37][CH3:38].[NH2:1][c:2]1[cH:3][cH:4][cH:5][cH:6][c:7]1[C:8]([OH:9])=[O:10].[OH2:32]>>[NH:1]([c:2]1[cH:3][cH:4][cH:5][cH:6][c:7]1[C:8]([OH:9])=[O:10])[C:18]([c:17]1[cH:16][c:15]([C:11]([CH3:12])([CH3:13])[CH3:14])[c:23]([OH:24])[c:22]([C:25]([CH3:26])([CH3:27])[CH3:28])[cH:21]1)=[O:19]. Starting materials: C(O)([O-])=O.[Na+] (sodium hydrogencarbonate), FC1=C(C=CC=C1)C=C(CC)[N+](=O)[O-] (1-(2-Fluorophenyl)-2-nitro-1-butene), FC1=C(C=O)C=CC=C1 (2-fluorobenzaldehyde), [N+](=O)([O-])CCC (nitropropane), C(C)(=O)[O-].[NH4+] (ammonium acetate). The solvent is C(C)(=O)O (acetic acid). Run at time 4 hour. Product: FC1=C(C=CC=C1)CC(CC)=O (1-(2-Fluorophenyl)-2-butanone). Reaction SMILES: [F:1][C:2]1[CH:7]=[CH:6][CH:5]=[CH:4][C:3]=1[CH:8]=[C:9]([N+]([O-])=O)[CH2:10][CH3:11].FC1C=CC=CC=1C=[O:19].[N+](CCC)([O-])=O.C([O-])(=O)C.[NH4+].C(=O)([O-])O.[Na+]>C(O)(=O)C>[F:1][C:2]1[CH:7]=[CH:6][CH:5]=[CH:4][C:3]=1[CH2:8][C:9](=[O:19])[CH2:10][CH3:11] |f:3.4,5.6|. Procedure details: 1-(2-Fluorophenyl)-2-nitro-1-butene 30 ml of acetic acid were added to 4.73 g (38.11 mmole) of 2-fluorobenzaldehyde, 4.41 g (49.49 mmole) of nitropropane and 3.23 g (41.90 mmole) of ammonium acetate, and the resulting mixture was heated under reflux, whilst stirring, for 4 hours. At the end of this time, the reaction mixture was cooled to room temperature, neutralized with an aqueous solution of sodium hydrogencarbonate and extracted with diethyl ether. The extract was dried over anhydrous magne... The reactants are ClC1=CC=C(C(=O)C=2NC3=CC=C(C=C3C2CC(=O)O)F)C=C1 ([2-(4-Chlorobenzoyl)-5-fluoro-1H-indol-3-yl]acetic Acid), BrC=1C=C(C=CC1)Cl (3-bromochlorobenzene). The product is ClC=1C=C(C(=O)C=2NC3=CC=C(C=C3C2CC(=O)O)F)C=CC1 ([2-(3-Chlorobenzoyl)-5-fluoro-1H-indol-3-yl]acetic Acid). RXN SMILES: ClC1C=CC([C:6]([C:8]2[NH:9][C:10]3[C:15]([C:16]=2[CH2:17][C:18]([OH:20])=[O:19])=[CH:14][C:13]([F:21])=[CH:12][CH:11]=3)=[O:7])=CC=1.Br[C:25]1[CH:26]=[C:27]([Cl:31])[CH:28]=[CH:29][CH:30]=1>>[Cl:31][C:27]1[CH:26]=[C:25]([CH:30]=[CH:29][CH:28]=1)[C:6]([C:8]1[NH:9][C:10]2[C:15]([C:16]=1[CH2:17][C:18]([OH:20])=[O:19])=[CH:14][C:13]([F:21])=[CH:12][CH:11]=2)=[O:7]. Procedure details: The title compound was prepared according to the procedure described in step 2 of Example 7 from 5-fluoro-2-[(N-methoxy-N-methylamino)carbonyl]indole (Example 21, step 1) and 3-bromochlorobenzene. Starting materials: COC1=C(C=CC=C1)C1NCCC2=CC=CC=C12 (1-(2-methoxyphenyl)-1,2,3,4-tetrahydroisoquinoline), CC1=CC=C(C(=O)O[C@H](C(=O)O)[C@@H](C(=O)O)OC(C2=CC=C(C=C2)C)=O)C=C1 ((2S,3S)-2,3-bis[(4-methybenzoyl)oxy]succinic acid). Run in C(C)#N (acetonitrile). The product is CC1=CC=C(C(=O)O[C@H](C(=O)O)[C@@H](C(=O)O)OC(C2=CC=C(C=C2)C)=O)C=C1.COC1=C(C=CC=C1)[C@H]1NCCC2=CC=CC=C12 ((1S)-1-(2-methoxyphenyl)-1,2,3,4-tetrahydroisoquinoline (2S,3S)-2,3-bis[(4-methylbenzoyl)oxy]succinate). Isolated yield 75.3%. Reaction SMILES: [CH3:1][O:2][C:3]1[CH:8]=[CH:7][CH:6]=[CH:5][C:4]=1[CH:9]1[C:18]2[C:13](=[CH:14][CH:15]=[CH:16][CH:17]=2)[CH2:12][CH2:11][NH:10]1.[CH3:19][C:20]1[CH:46]=[CH:45][C:23]([C:24]([O:26][C@@H:27]([C@H:31]([O:35][C:36](=[O:44])[C:37]2[CH:42]=[CH:41][C:40]([CH3:43])=[CH:39][CH:38]=2)[C:32]([OH:34])=[O:33])[C:28]([OH:30])=[O:29])=[O:25])=[CH:22][CH:21]=1>C(#N)C>[CH3:19][C:20]1[CH:21]=[CH:22][C:23]([C:24]([O:26][C@@H:27]([C@H:31]([O:35][C:36](=[O:44])[C:37]2[CH:38]=[CH:39][C:40]([CH3:43])=[CH:41][CH:42]=2)[C:32]([OH:34])=[O:33])[C:28]([OH:30])=[O:29])=[O:25])=[CH:45][CH:46]=1.[CH3:1][O:2][C:3]1[CH:8]=[CH:7][CH:6]=[CH:5][C:4]=1[C@@H:9]1[C:18]2[C:13](=[CH:14][CH:15]=[CH:16][CH:17]=2)[CH2:12][CH2:11][NH:10]1 |f:3.4|. Procedure details: 1-(2-methoxyphenyl)-1,2,3,4-tetrahydroisoquinoline (8.227 g) and (2S,3S)-2,3-bis[(4-methybenzoyl)oxy]succinic acid (13.282 g) were dissolved with stirring in acetonitrile (246 mL) at 70° C. The mixture was slowly cooled with stirring. The resulting crystal was collected by filtration, washed with acetonitrile, and dried under reduced pressure to obtain (1S)-1-(2-methoxyphenyl)-1,2,3,4-tetrahydroisoquinoline (2S,3S)-2,3-bis[(4-methylbenzoyl)oxy]succinate (16.193 g). Reactants: C(CC)OC=1C=C(C=C(C1)OCCC)N1CCN(CC1)CC1=CC=C(C=C1)[N+](=O)[O-] (1-(3,5-dipropoxyphenyl)-4-(p-nitrobenzyl)piperazine). The reagents and catalysts are [Cl-].[Cl-].[Cl-].[Ti+3] (titanium trichloride). The product is C(CC)OC=1C=C(C=C(C1)OCCC)N1CCN(CC1)CC1=CC=C(C=C1)N (1-(3,5-dipropoxyphenyl)-4-[(4-aminophenyl)methyl]piperazine). Reaction SMILES: [CH2:1]([O:4][C:5]1[CH:6]=[C:7]([N:15]2[CH2:20][CH2:19][N:18]([CH2:21][C:22]3[CH:27]=[CH:26][C:25]([N+:28]([O-])=O)=[CH:24][CH:23]=3)[CH2:17][CH2:16]2)[CH:8]=[C:9]([O:11][CH2:12][CH2:13][CH3:14])[CH:10]=1)[CH2:2][CH3:3]>[Cl-].[Cl-].[Cl-].[Ti+3]>[CH2:1]([O:4][C:5]1[CH:6]=[C:7]([N:15]2[CH2:16][CH2:17][N:18]([CH2:21][C:22]3[CH:27]=[CH:26][C:25]([NH2:28])=[CH:24][CH:23]=3)[CH2:19][CH2:20]2)[CH:8]=[C:9]([O:11][CH2:12][CH2:13][CH3:14])[CH:10]=1)[CH2:2][CH3:3] |f:1.2.3.4|. Procedure details: In the manner given in Example 1B, 1-(3,5-dipropoxyphenyl)-4-(p-nitrobenzyl)piperazine is reduced with aqueous titanium trichloride to give 1-(3,5-dipropoxyphenyl)-4-[(4-aminophenyl)methyl]piperazine. Starting materials: COC(C(COCC1=CC=C(C=C1)OC)(C)C)=O (2,2-dimethyl-3-(4-methoxybenzyl-oxy)-propionic acid methyl ester), C(C)#N (acetonitrile), [H-].[Na+] (sodium hydride). Solvent: C1(=CC=CC=C1)C (toluene), C1(=CC=CC=C1)C (toluene), Cl (HCl). Yields the product COC1=CC=C(COCC(C(CC#N)=O)(C)C)C=C1 (5-(4-methoxy-benzyloxy)-4,4-dimethyl-3-oxo-pentanenitrile). The yield is 104.2%. As a reaction SMILES: CO[C:3](=[O:18])[C:4]([CH3:17])([CH3:16])[CH2:5][O:6][CH2:7][C:8]1[CH:13]=[CH:12][C:11]([O:14][CH3:15])=[CH:10][CH:9]=1.[C:19](#[N:21])[CH3:20].[H-].[Na+]>C1(C)C=CC=CC=1.Cl>[CH3:15][O:14][C:11]1[CH:10]=[CH:9][C:8]([CH2:7][O:6][CH2:5][C:4]([CH3:16])([CH3:17])[C:3](=[O:18])[CH2:20][C:19]#[N:21])=[CH:13][CH:12]=1 |f:2.3|. Reported procedure: A solution of 3.66 g (14.5 mmol) of 2,2-dimethyl-3-(4-methoxybenzyl-oxy)-propionic acid methyl ester and 1.07 mL (20.5 mmol) of acetonitrile in anhydrous toluene (10 mL) is added dropwise to a refluxing suspension of 0.83 g (20.5 mmol) of sodium hydride (60% dispersion in mineral oil) in toluene (20 mL). After the addition is complete, the mixture is stirred at reflux for 3 h, then allowed to cool to room temperature. The reaction mixture is then diluted with 1M aqueous HCl solution to neutral p...